Dataset: the Open Reaction Database (ORD), a public repository of structured organic reaction records. Task: describe an organic reaction: reactants, conditions, products, and yield Reactants: [Cl-].ClC1=NS[S+]=C1Cl (4,5-dichloro-1,2,3-dithiazol-1-ium chloride), NC1=C(C(=O)OC)C=CC(=C1)Br (methyl 2-amino-4-bromobenzoate). Run in C(Cl)Cl (DCM). Reaction conditions: time 48 hour. Product: BrC1=CC(=C(C(=O)OC)C=C1)/N=C/1\C(=NSS1)Cl ((E)-methyl 4-bromo-2-(4-chloro-5H-1,2,3-dithiazol-5-ylideneamino)benzoate). Yield: 22.3%. RXN SMILES: [Cl-].[Cl:2][C:3]1[C:7](Cl)=[S+:6][S:5][N:4]=1.[NH2:9][C:10]1[CH:19]=[C:18]([Br:20])[CH:17]=[CH:16][C:11]=1[C:12]([O:14][CH3:15])=[O:13]>C(Cl)Cl>[Br:20][C:18]1[CH:17]=[CH:16][C:11]([C:12]([O:14][CH3:15])=[O:13])=[C:10](/[N:9]=[C:7]2\[C:3]([Cl:2])=[N:4][S:5][S:6]\2)[CH:19]=1 |f:0.1|. Procedure details: A mixture of 4,5-dichloro-1,2,3-dithiazol-1-ium chloride (1.9 g, 9.1 mmol) and methyl 2-amino-4-bromobenzoate (1.0 g, 4.3 mmol) in DCM (10 mL) was stirred for 48 h at room temperature. The solvent was evaporated to give the crude compound, which was purified by column chromatography on silica gel to give 350 mg of the desired product. MS (ESI): 367 (MH+).